Dataset: the Open Reaction Database (ORD), a public repository of structured organic reaction records. Task: describe an organic reaction: reactants, conditions, products, and yield Starting materials: ClC=1C=CC(=C(C1)N)OC1=CC=CC=C1 (5-Chloro-2-phenoxy-phenylamine), ClC1=C2C=CC(=NC2=NC=C1)C(F)(F)F (5-Chloro-2-trifluoromethyl-[1,8]naphthyridine). Yields the product ClC=1C=CC(=C(C1)NC1=CC=NC2=NC(=CC=C12)C(F)(F)F)OC1=CC=CC=C1 ((5-Chloro-2-phenoxy-phenyl)-(7-trifluoromethyl-[1,8]naphthyridin-4-yl)-amine). RXN SMILES: [Cl:1][C:2]1[CH:3]=[CH:4][C:5]([O:9][C:10]2[CH:15]=[CH:14][CH:13]=[CH:12][CH:11]=2)=[C:6]([NH2:8])[CH:7]=1.Cl[C:17]1[CH:26]=[CH:25][N:24]=[C:23]2[C:18]=1[CH:19]=[CH:20][C:21]([C:27]([F:30])([F:29])[F:28])=[N:22]2>>[Cl:1][C:2]1[CH:3]=[CH:4][C:5]([O:9][C:10]2[CH:15]=[CH:14][CH:13]=[CH:12][CH:11]=2)=[C:6]([NH:8][C:17]2[C:18]3[C:23](=[N:22][C:21]([C:27]([F:30])([F:29])[F:28])=[CH:20][CH:19]=3)[N:24]=[CH:25][CH:26]=2)[CH:7]=1. Reported procedure: The product from Example 42b (60 mg, 0.27 mmol) was reacted with the product from Example 7d (63 mg, 0.27 mmol) for 24 h following the procedure from Example 1g giving the crude title compound as a solid which was triturated with 4:1 ether/THF giving the product as a hydrochloride salt (112 mg, 91%). 1H NMR (300 MHz, DMSO-d6) δ ppm: 6.82 (d, J=6.99 Hz, 1H) 6.98 (d, J=7.72 Hz, 2H) 7.13 (m, 2H) 7.32 (dd, J=7.73 Hz, J=8.82 Hz, 2H) 7.57 (dd, J=2.57 Hz, J=8.82 Hz, 1H) 7.71 (d, J=2.57 Hz, 1H) 8.36 (d,...